This data is from the Open Reaction Database (ORD), a public repository of structured organic reaction records. The task is: describe an organic reaction: reactants, conditions, products, and yield The reactants are [N+](=O)([O-])C1=CC=C(C=C1)N(C([O-])=O)[C@@H]1CC[C@H](CC1)C(=O)N1C[C@H]([C@@H](C1)C1=CC=C(C=C1)F)N(C)C(N(C)C1=CC(=CC(=C1)C(F)(F)F)C(F)(F)F)=O (4-nitrophenyl(trans-4-{[(3S,4R)-3-[{[3,5-bis(trifluoromethyl)phenyl](methyl)carbamoyl}(methyl)amino]-4-(4-fluorophenyl)pyrrolidin-1-yl]carbonyl}cyclohexyl)carbamate), CNCC (N-methylethanamine). Solvent: C(C)#N (acetonitrile), C(C)(=O)OCC (ethyl acetate). Yields the product FC(C=1C=C(C=C(C1)C(F)(F)F)N(C(=O)N(C)[C@@H]1CN(C[C@H]1C1=CC=C(C=C1)F)C(=O)[C@@H]1CC[C@H](CC1)NC(N(C)CC)=O)C)(F)F (1-[3,5-bis(trifluoromethyl)phenyl]-3-[(3S,4R)-1-[(trans-4-{[ethyl(methyl)carbamoyl]amino}cyclohexyl)carbonyl]-4-(4-fluorophenyl)pyrrolidin-3-yl]-1,3-dimethylurea). Isolated yield 83.0%. Reaction SMILES: [N+](C1C=CC([N:10]([C@H:14]2[CH2:19][CH2:18][C@H:17]([C:20]([N:22]3[CH2:26][C@@H:25]([C:27]4[CH:32]=[CH:31][C:30]([F:33])=[CH:29][CH:28]=4)[C@H:24]([N:34]([C:36](=[O:53])[N:37]([C:39]4[CH:44]=[C:43]([C:45]([F:48])([F:47])[F:46])[CH:42]=[C:41]([C:49]([F:52])([F:51])[F:50])[CH:40]=4)[CH3:38])[CH3:35])[CH2:23]3)=[O:21])[CH2:16][CH2:15]2)[C:11](=O)[O-:12])=CC=1)([O-])=O.[CH3:54][NH:55][CH2:56][CH3:57]>C(#N)C.C(OCC)(=O)C>[F:48][C:45]([F:46])([F:47])[C:43]1[CH:44]=[C:39]([N:37]([CH3:38])[C:36]([N:34]([C@H:24]2[C@H:25]([C:27]3[CH:28]=[CH:29][C:30]([F:33])=[CH:31][CH:32]=3)[CH2:26][N:22]([C:20]([C@H:17]3[CH2:16][CH2:15][C@H:14]([NH:10][C:11](=[O:12])[N:55]([CH2:56][CH3:57])[CH3:54])[CH2:19][CH2:18]3)=[O:21])[CH2:23]2)[CH3:35])=[O:53])[CH:40]=[C:41]([C:49]([F:50])([F:51])[F:52])[CH:42]=1. Procedure details: A solution of the compound (0.20 g) obtained in Example 261 and N-methylethanamine (0.11 mL) in acetonitrile (2.7 mL) was stirred at room temperature for 3 hr. The reaction mixture was diluted with ethyl acetate, washed with water, saturated aqueous sodium hydrogen carbonate solution, saturated aqueous ammonium chloride solution and saturated brine, dried and concentrated under reduced pressure. The residue was purified by silica gel column chromatography (solvent gradient; 80→100% ethyl acetate...